This data is from the Open Reaction Database (ORD), a public repository of structured organic reaction records. The task is: describe an organic reaction: reactants, conditions, products, and yield Starting materials: OC(C[C@@H]1C=2C=3C(=NC=NC3SC2CC1)NC1CCC(CC1)NC(OC(C)(C)C)=O)C (tert-butyl N-(4-[[(3R)-3-(2-hydroxypropyl)-7-thia-9,11-diazatricyclo[6.4.0.0[2,6]]dodeca-1(8),2(6),9,11-tetraen-12-yl]amino]cyclohexyl)carbamate), Cl (hydrochloric acid). Run in ClCCl (dichloromethane). Reaction conditions: time 3 hour. Product: NC1CCC(CC1)NC1=NC=NC=2SC=3CC[C@@H](C3C12)CC(C)O (1-[(3R)-12-[(4-amino cyclohexyl)amino]-7-thia-9,11-diazatricyclo[6.4.0.0[2,6]]dodeca-1(8),2(6),9,11-tetraen-3-yl]propan-2-ol). Isolated yield 84.2%. As a reaction SMILES: [OH:1][CH:2]([CH3:31])[CH2:3][C@H:4]1[CH2:15][CH2:14][C:13]2[S:12][C:11]3[N:10]=[CH:9][N:8]=[C:7]([NH:16][CH:17]4[CH2:22][CH2:21][CH:20]([NH:23]C(=O)OC(C)(C)C)[CH2:19][CH2:18]4)[C:6]=3[C:5]1=2.Cl>ClCCl>[NH2:23][CH:20]1[CH2:21][CH2:22][CH:17]([NH:16][C:7]2[C:6]3[C:5]4[C@@H:4]([CH2:3][CH:2]([OH:1])[CH3:31])[CH2:15][CH2:14][C:13]=4[S:12][C:11]=3[N:10]=[CH:9][N:8]=2)[CH2:18][CH2:19]1. Reported procedure: Into a 50-mL round-bottom flask containing tert-butyl N-(4-[[(3R)-3-(2-hydroxypropyl)-7-thia-9,11-diazatricyclo[6.4.0.0[2,6]]dodeca-1(8),2(6),9,11-tetraen-12-yl]amino]cyclohexyl)carbamate (109 mg, 0.24 mmol, 1.00 equiv) in dichloromethane (10 mL) at 0° C. Then hydrochloric acid (12 M, 2.0 mL) was added and the resulting solution was stirred for 3 h at room temperature. The resulting mixture was concentrated under vacuum. The pH value of the solution was adjusted to 8 with saturated aqueous sodiu... The reactants are CC(=O)C1CCC2C3CCC4CC=CCC4(C)C3CCC12C, ClC(Cl)Cl, O=C(OO)c1cccc(Cl)c1. The product is CC(=O)C1CCC2C3CCC4CC5OC5CC4(C)C3CCC12C. Reaction SMILES: [CH3:1][C:2]([CH:3]1[CH2:4][CH2:5][CH:6]2[CH:7]3[CH2:8][CH2:9][CH:10]4[CH2:11][CH:12]=[CH:13][CH2:14][C:15]4([CH3:16])[CH:17]3[CH2:18][CH2:19][C:20]12[CH3:21])=[O:22].[CH:34]([Cl:35])([Cl:36])[Cl:37].[Cl:23][c:24]1[cH:25][cH:26][cH:27][c:28]([C:29]([O:30][OH:32])=[O:31])[cH:33]1>>[CH3:1][C:2]([CH:3]1[CH2:4][CH2:5][CH:6]2[CH:7]3[CH2:8][CH2:9][CH:10]4[CH2:11][CH:12]5[CH:13]([CH2:14][C:15]4([CH3:16])[CH:17]3[CH2:18][CH2:19][C:20]12[CH3:21])[O:31]5)=[O:22]. The reactants are C1(=CC=CC2=CC=CC=C12)O (1-Naphthol), C(CCCCCCCCCCCCCC)(=O)O (pentadecanoic acid), B(F)(F)F.CCOCC (boron trifluoride etherate). The solvent is O (water). The product is C(CCCCCCCCCCCCCC)(=O)C1=C(C2=CC=CC=C2C=C1)O (pentadecanoylnaphthol). Reaction SMILES: [C:1]1([OH:11])[C:10]2[C:5](=[CH:6][CH:7]=[CH:8][CH:9]=2)[CH:4]=[CH:3][CH:2]=1.[C:12](O)(=[O:27])[CH2:13][CH2:14][CH2:15][CH2:16][CH2:17][CH2:18][CH2:19][CH2:20][CH2:21][CH2:22][CH2:23][CH2:24][CH2:25][CH3:26].B(F)(F)F.CCOCC>O>[C:12]([C:2]1[CH:3]=[CH:4][C:5]2[C:10](=[CH:9][CH:8]=[CH:7][CH:6]=2)[C:1]=1[OH:11])(=[O:27])[CH2:13][CH2:14][CH2:15][CH2:16][CH2:17][CH2:18][CH2:19][CH2:20][CH2:21][CH2:22][CH2:23][CH2:24][CH2:25][CH3:26] |f:2.3|. Procedure: 1-Naphthol (72.1 g, 500 mmol) and pentadecanoic acid (121.2 g, 500 mmol) were mixed with boron trifluoride etherate (400 ml) and heated on a steam bath for 4 hours. Then 400 ml water was carefully added and heating was continued to remove as much of the ether as possible. The precipitated solid was filtered off, washed well with water and air dried. The crude product was recrystallized from ethanol to give the pentadecanoylnaphthol as light yellow plates. Yield: 110 g (60 percent). Reactants: solution, N(=NC(=O)OCC)C(=O)OCC (diethyl azodicarboxylate), C1(=CC=CC=C1)P(C1=CC=CC=C1)C1=CC=CC=C1 (Triphenylphosphine), [N+](=O)([O-])C1=CC=C(C(=O)O)C=C1 (4-nitrobenzoic acid), CN(C1=CC=C(CCN2C[C@@H](CC2)O)C=C1)C ((R)-1-(4-dimethylaminophenethyl)-3-hydroxypyrrolidine). Run in C1(=CC=CC=C1)C (toluene), CCOCC (ether), O1CCCC1 (tetrahydrofuran). Yields the product CN(C1=CC=C(CCN2C[C@H](CC2)OC(C2=CC=C(C=C2)[N+](=O)[O-])=O)C=C1)C ((S)-1-(4-Dimethylaminophenethyl)-3-(4-nitrobenzoyloxy)pyrrolidine), oil. Yield: 64.0%. Reaction SMILES: C1(P(C2C=CC=CC=2)C2C=CC=CC=2)C=CC=CC=1.[N+:20]([C:23]1[CH:31]=[CH:30][C:26]([C:27]([OH:29])=[O:28])=[CH:25][CH:24]=1)([O-:22])=[O:21].[CH3:32][N:33]([CH3:48])[C:34]1[CH:47]=[CH:46][C:37]([CH2:38][CH2:39][N:40]2[CH2:44][CH2:43][C@@H:42](O)[CH2:41]2)=[CH:36][CH:35]=1.N(C(OCC)=O)=NC(OCC)=O>O1CCCC1.C1(C)C=CC=CC=1.CCOCC>[CH3:48][N:33]([CH3:32])[C:34]1[CH:35]=[CH:36][C:37]([CH2:38][CH2:39][N:40]2[CH2:44][CH2:43][C@H:42]([O:28][C:27](=[O:29])[C:26]3[CH:25]=[CH:24][C:23]([N+:20]([O-:22])=[O:21])=[CH:31][CH:30]=3)[CH2:41]2)=[CH:46][CH:47]=1. Reported procedure: Triphenylphosphine (1.72 g, 5.13 mmol) and 4-nitrobenzoic acid (0.86 g, 5.13 mmol) were added to a solution of (R)-1-(4-dimethylaminophenethyl)-3-hydroxypyrrolidine in anhydrous tetrahydrofuran (20 ml) under argon atmosphere. 40% solution (2.32 ml, 5.13 mmol) of diethyl azodicarboxylate in toluene was added dropwise in the obtained mixture under stirring at room temperature. After stirring at room temperature for 2 hours, 60 ml of ether was added to the reaction liquid. The reaction mixture was ... Reactants: CC(C)(C)[Si](OCCOCC(O)C(=O)Nc1ccccn1)(c1ccccc1)c1ccccc1, C1CCOC1, Clc1ccccc1-n1ncc2c(Cl)ncnc21, [H-], [Na+], O=C(O)CC(O)(CC(=O)O)C(=O)O. Product: CC(C)(C)[Si](OCCOCC(Oc1ncnc2c1cnn2-c1ccccc1Cl)C(=O)Nc1ccccn1)(c1ccccc1)c1ccccc1. Reaction SMILES: [C:3]([CH3:4])([CH3:5])([CH3:6])[Si:7]([O:8][CH2:9][CH2:10][O:11][CH2:12][CH:13]([C:14](=[O:15])[NH:16][c:17]1[n:18][cH:19][cH:20][cH:21][cH:22]1)[OH:23])([c:24]1[cH:25][cH:26][cH:27][cH:28][cH:29]1)[c:30]1[cH:31][cH:32][cH:33][cH:34][cH:35]1.[CH2:66]1[O:67][CH2:68][CH2:69][CH2:70]1.[Cl:36][c:37]1[c:38]2[c:39]([n:40][cH:41][n:42]1)[n:43](-[c:46]1[c:47]([Cl:52])[cH:48][cH:49][cH:50][cH:51]1)[n:44][cH:45]2.[H-:1].[Na+:2].[OH:53][C:54]([CH2:55][C:56]([C:57](=[O:58])[OH:59])([CH2:60][C:61](=[O:62])[OH:63])[OH:64])=[O:65]>>[C:3]([CH3:4])([CH3:5])([CH3:6])[Si:7]([O:8][CH2:9][CH2:10][O:11][CH2:12][CH:13]([C:14](=[O:15])[NH:16][c:17]1[n:18][cH:19][cH:20][cH:21][cH:22]1)[O:23][c:37]1[c:38]2[c:39]([n:40][cH:41][n:42]1)[n:43](-[c:46]1[c:47]([Cl:52])[cH:48][cH:49][cH:50][cH:51]1)[n:44][cH:45]2)([c:24]1[cH:25][cH:26][cH:27][cH:28][cH:29]1)[c:30]1[cH:31][cH:32][cH:33][cH:34][cH:35]1. Reactants: C1COCCOCCOCCOCCO1, C1CCOC1, Fc1cccc(CBr)c1, [H-], O=C(NCCc1ccc([N+](=O)[O-])cc1)C(F)(F)F, [Na+]. Product: O=C(N(CCc1ccc([N+](=O)[O-])cc1)Cc1cccc(F)c1)C(F)(F)F. As a reaction SMILES: [CH2:19]1[O:20][CH2:21][CH2:22][O:23][CH2:24][CH2:25][O:26][CH2:27][CH2:28][O:29][CH2:30][CH2:31][O:32][CH2:33]1.[CH2:45]1[O:46][CH2:47][CH2:48][CH2:49]1.[F:36][c:37]1[cH:38][c:39]([CH2:40][Br:41])[cH:42][cH:43][cH:44]1.[H-:35].[N+:1](=[O:2])([O-:3])[c:4]1[cH:5][cH:6][c:7]([CH2:10][CH2:11][NH:12][C:13]([C:14]([F:15])([F:16])[F:17])=[O:18])[cH:8][cH:9]1.[Na+:34]>>[N+:1](=[O:2])([O-:3])[c:4]1[cH:5][cH:6][c:7]([CH2:10][CH2:11][N:12]([C:13]([C:14]([F:15])([F:16])[F:17])=[O:18])[CH2:40][c:39]2[cH:38][c:37]([F:36])[cH:44][cH:43][cH:42]2)[cH:8][cH:9]1. Starting materials: COc1cc2c(CC(=O)N3CCC(Cc4ccccc4)CC3)cnc(CNC(=O)OC(C)(C)C)c2cc1OC, CCOC(C)=O, Cl. Yields the product Cl, COc1cc2c(CC(=O)N3CCC(Cc4ccccc4)CC3)cnc(CN)c2cc1OC. Reaction SMILES: [C:1]([O:2][C:3](=[O:4])[NH:7][CH2:8][c:9]1[n:10][cH:11][c:12]([CH2:23][C:24](=[O:25])[N:26]2[CH2:27][CH2:28][CH:29]([CH2:32][c:33]3[cH:34][cH:35][cH:36][cH:37][cH:38]3)[CH2:30][CH2:31]2)[c:13]2[cH:14][c:15]([O:21][CH3:22])[c:16]([O:19][CH3:20])[cH:17][c:18]12)([CH3:5])([CH3:6])[CH3:39].[CH3:41][CH2:42][O:43][C:44]([CH3:45])=[O:46].[ClH:40]>>[ClH:40].[NH2:7][CH2:8][c:9]1[n:10][cH:11][c:12]([CH2:23][C:24](=[O:25])[N:26]2[CH2:27][CH2:28][CH:29]([CH2:32][c:33]3[cH:34][cH:35][cH:36][cH:37][cH:38]3)[CH2:30][CH2:31]2)[c:13]2[cH:14][c:15]([O:21][CH3:22])[c:16]([O:19][CH3:20])[cH:17][c:18]12. The reactants are COC(=O)c1ccc(NC(=O)C(CC2CCCC2)c2ccc([N+](=O)[O-])cc2)nc1, CCOC(C)=O, [H][H]. Product: COC(=O)c1ccc(NC(=O)C(CC2CCCC2)c2ccc(N)cc2)nc1. As a reaction SMILES: [CH3:1][O:2][C:3]([c:4]1[cH:5][n:6][c:7]([NH:10][C:11]([CH:12]([CH2:13][CH:14]2[CH2:15][CH2:16][CH2:17][CH2:18]2)[c:19]2[cH:20][cH:21][c:22]([N+:25]([O-:26])=[O:27])[cH:23][cH:24]2)=[O:28])[cH:8][cH:9]1)=[O:29].[CH3:32][CH2:33][O:34][C:35](=[O:36])[CH3:37].[H:30][H:31]>>[CH3:1][O:2][C:3]([c:4]1[cH:5][n:6][c:7]([NH:10][C:11]([CH:12]([CH2:13][CH:14]2[CH2:15][CH2:16][CH2:17][CH2:18]2)[c:19]2[cH:20][cH:21][c:22]([NH2:25])[cH:23][cH:24]2)=[O:28])[cH:8][cH:9]1)=[O:29].